This data is from the Open Reaction Database (ORD), a public repository of structured organic reaction records. The task is: describe an organic reaction: reactants, conditions, products, and yield Reactants: ClC(=C(F)F)F (Chlorotrifluoroethylene), C=CC=CC (1,3-pentadiene). Reaction conditions: time 1 hour. Product: ClC1(C(C=CCC1(F)F)C)F (4-chloro-3-methyl-4,5,5-trifluorocyclohexene). Isolated yield 52.0%. Reaction SMILES: [Cl:1][C:2]([F:6])=[C:3]([F:5])[F:4].[CH2:7]=[CH:8][CH:9]=[CH:10][CH3:11]>>[Cl:1][C:2]1([F:6])[C:3]([F:5])([F:4])[CH2:7][CH:8]=[CH:9][CH:10]1[CH3:11]. Procedure details: A flow reactor equipped with dual tubes having 20 mm of inner diameter of the outer tube, 16 mm of outer diameter of the inner tube, and 60 cm of length of the tubes was employed. The temperature in the reactor was kept at 520° C. Chlorotrifluoroethylene (CTFE), 1,3-pentadiene and nitrogen gas were continuously injected into the flow reactor at the rates of 36.1 g/hr, 20.4 g/hr, and 0.4 mol/hr, respectively, and the vapor phase condensation was carried out for 1 hour. Then, 4.7 g of unreacted ch... Starting materials: CN(C(=O)N1CCC2=C(CC1)C=C(C=C2)[N+](=O)[O-])C (7-Nitro-1,2,4,5-tetrahydro-benzo[d]azepin-3-carboxylic acid dimethylamide). The reagents and catalysts are [Pd] (palladium on carbon). Run in CO (methanol). Run at time 1 hour. Product: CN(C(=O)N1CCC2=C(CC1)C=C(C=C2)N)C (7-amino-1,2,4,5-tetrahydro-benzo[d]azepin-3-carboxylic acid dimethylamide). RXN SMILES: [CH3:1][N:2]([CH3:19])[C:3]([N:5]1[CH2:11][CH2:10][C:9]2[CH:12]=[C:13]([N+:16]([O-])=O)[CH:14]=[CH:15][C:8]=2[CH2:7][CH2:6]1)=[O:4]>CO.[Pd]>[CH3:1][N:2]([CH3:19])[C:3]([N:5]1[CH2:11][CH2:10][C:9]2[CH:12]=[C:13]([NH2:16])[CH:14]=[CH:15][C:8]=2[CH2:7][CH2:6]1)=[O:4]. Procedure details: 7-Nitro-1,2,4,5-tetrahydro-benzo[d]azepin-3-carboxylic acid dimethylamide (82 mg, 0.312 mmol) was placed in methanol (5 mL) and 10% palladium on carbon (8.2 mg) was added. The reaction was hydrogenated at 40 psi for 1 hour. The mixture was then filtered through celite and concentrated under reduced pressure to obtain 7-amino-1,2,4,5-tetrahydro-benzo[d]azepin-3-carboxylic acid dimethylamide as a clear thin film (72 mg, 100%). LCMS (m/e) 234 (M+1); 1H-NMR (CDCl3, 400 MHz) δ 6.91 (d, 1H, J=7.6 Hz),... Reactants: [N+](=O)([O-])C=1C=C(C=CC1)C=1N=C(SC1)NS(=O)(=O)C1=CC=C(C=C1)NC(C)=O (N-{4-[4-(3-nitro-phenyl)-thiazol-2-ylsulphamoyl]-phenyl}-acetamide), [OH-].[Na+] (sodium hydroxide), C (charcoal). The solvent is Cl (hydrochloric acid). Run at time 8 hour. Product: NC1=CC=C(C=C1)S(=O)(=O)NC=1SC=C(N1)C1=CC(=CC=C1)[N+](=O)[O-] (4-amino-N-[4-(3-nitro-phenyl)-thiazol-2-yl]-benzenesulfonamide). The yield is 37.8%. Reaction SMILES: [N+:1]([C:4]1[CH:5]=[C:6]([C:10]2[N:11]=[C:12]([NH:15][S:16]([C:19]3[CH:24]=[CH:23][C:22]([NH:25]C(=O)C)=[CH:21][CH:20]=3)(=[O:18])=[O:17])[S:13][CH:14]=2)[CH:7]=[CH:8][CH:9]=1)([O-:3])=[O:2].[OH-].[Na+].C>Cl>[NH2:25][C:22]1[CH:23]=[CH:24][C:19]([S:16]([NH:15][C:12]2[S:13][CH:14]=[C:10]([C:6]3[CH:7]=[CH:8][CH:9]=[C:4]([N+:1]([O-:3])=[O:2])[CH:5]=3)[N:11]=2)(=[O:18])=[O:17])=[CH:20][CH:21]=1 |f:1.2|. Procedure: 0.47 g of N-{4-[4-(3-nitro-phenyl)-thiazol-2-ylsulphamoyl]-phenyl}-acetamide was suspended in 10 ml of 6N hydrochloric acid and heated to boiling overnight. The cooled mixture was treated with 35 ml of 2N sodium hydroxide solution. After the addition of 0.4 g of active charcoal the mixture was stirred at room temperature for 30 minutes and subsequently the active charcoal was filtered off. The product separated upon neutralization with concentrated hydrochloric acid. Recrystallization from 50 ml... The reactants are C(C)NCCO (N-ethylethanolamine), ClCC(=O)Cl (chloroacetylchloride), C([O-])([O-])=O.[Na+].[Na+] (sodium carbonate), ClCC(=O)N(CCO)CC (N-chloroacetyl-N-ethylethanolamine). Run in C(C)#N (acetonitrile), N-chloroacetyl-N-ethyl-2acetoxyethanolamine, COCl3. Product: ClCC(=O)N(CC(O)OC(CCl)=O)CC (N-chloroacetyl-N-ethyl-2-chloroacetoxyethanolamine). The yield is 80.0%. As a reaction SMILES: C(NCCO)C.[Cl:7][CH2:8][C:9](Cl)=[O:10].[C:12](=[O:15])([O-])[O-:13].[Na+].[Na+].[Cl:18][CH2:19][C:20]([N:22]([CH2:26]C)[CH2:23][CH2:24]O)=[O:21]>C(#N)C>[Cl:18][CH2:19][C:20]([N:22]([CH2:23][CH3:24])[CH2:26][CH:12]([O:15][C:9](=[O:10])[CH2:8][Cl:7])[OH:13])=[O:21] |f:2.3.4|. Procedure details: N-chloroacetyl-N-ethyl-2-chloroacetoxyethanolamine was prepared in one step from N-ethylethanolamine (8.9 g., 0.1 mole) and chloroacetylchloride (97 g., 1 mole) in dry acetonitrile (100 ml) and anhydrous sodium carbonate (1.19 g., 0.11 mole) by mixing at room temperature for 48 hours. The resulting product was produced in an 80% yield following the same work-up procedure as described for N-chloroacetyl-N-ethylethanolamine in Example 1. The product shows the same behavior in the NMR spectrum in C... Starting materials: O(C=1C(=CC=CC1C)C)C. Reagents/catalysts: O1B(OC(C)(C)C1(C)C)B2OC(C)(C)C(O2)(C)C, N=1C=CC(=CC1C=2N=CC=C(C2)C(C)(C)C)C(C)(C)C, C[OH2+].C[OH2+].C1CC=CCCC=C1.C1CC=CCCC=C1.[Ir].[Ir]. Run in O1CCCC1. Conditions: temperature 80 celsius, time 2.5 hour. Product: O(C=1C(=CC(=CC1C)B2OC(C)(C)C(O2)(C)C)C)C. Isolated yield 88.0%.